Dataset: the Open Reaction Database (ORD), a public repository of structured organic reaction records. Task: describe an organic reaction: reactants, conditions, products, and yield Reactants: O=c1[nH]nc(Cl)cc1Br, C1CCOC1, C1COCCO1, CN1CCn2nc(N)cc2C1, C[Si](C)(C)[N-][Si](C)(C)C, O=C(C=Cc1ccccc1)C=Cc1ccccc1, O=C(C=Cc1ccccc1)C=Cc1ccccc1, O=C(C=Cc1ccccc1)C=Cc1ccccc1, Cl, [Li+], O, [Pd], [Pd]. The product is CN1CCn2nc(Nc3cc(Cl)n[nH]c3=O)cc2C1. Reaction SMILES: [Br:12][c:13]1[c:14](=[O:20])[nH:15][n:16][c:17]([Cl:19])[cH:18]1.[CH2:89]1[O:90][CH2:91][CH2:92][CH2:93]1.[CH2:94]1[O:95][CH2:96][CH2:97][O:98][CH2:99]1.[CH3:1][N:2]1[CH2:3][c:4]2[n:5]([n:8][c:9]([NH2:11])[cH:10]2)[CH2:6][CH2:7]1.[CH3:22][Si:23]([N-:24][Si:25]([CH3:26])([CH3:27])[CH3:28])([CH3:29])[CH3:30].[CH:34](=[CH:35][C:36]([CH:37]=[CH:38][c:39]1[cH:40][cH:41][cH:42][cH:43][cH:44]1)=[O:45])[c:46]1[cH:47][cH:48][cH:49][cH:50][cH:51]1.[CH:52](=[CH:53][C:54]([CH:55]=[CH:56][c:57]1[cH:58][cH:59][cH:60][cH:61][cH:62]1)=[O:63])[c:64]1[cH:65][cH:66][cH:67][cH:68][cH:69]1.[CH:70](=[CH:71][C:72]([CH:73]=[CH:74][c:75]1[cH:76][cH:77][cH:78][cH:79][cH:80]1)=[O:81])[c:82]1[cH:83][cH:84][cH:85][cH:86][cH:87]1.[ClH:31].[Li+:21].[OH2:88].[Pd:32].[Pd:33]>>[CH3:1][N:2]1[CH2:3][c:4]2[n:5]([n:8][c:9]([NH:11][c:13]3[c:14](=[O:20])[nH:15][n:16][c:17]([Cl:19])[cH:18]3)[cH:10]2)[CH2:6][CH2:7]1. The reactants are N1C(CC2=CC=CC=C12)=O (2-indolinone), C(C1=CC=CC=C1)(=O)Cl (benzoylchloride), O (water), Cl (hydrochloric acid). The reagents and catalysts are CN(C1=CC=NC=C1)C (4-dimethylamino-pyridine). Solvent: CN(C)C=O (DMF), CN(C)C=O (DMF). Conditions: temperature 45 celsius, time 45 minute. The product is C(C1=CC=CC=C1)(=O)N1C(C(C2=CC=CC=C12)=C(C1=CC=CC=C1)O)=O (1-benzoyl-3-(1-hydroxy-1-phenyl-methylidene)-2-indolinone). Reaction SMILES: [NH:1]1[C:9]2[C:4](=[CH:5][CH:6]=[CH:7][CH:8]=2)[CH2:3][C:2]1=[O:10].[C:11](Cl)(=[O:18])[C:12]1[CH:17]=[CH:16][CH:15]=[CH:14][CH:13]=1.[OH2:20].Cl>CN(C)C1C=CN=CC=1.CN(C=O)C>[C:11]([N:1]1[C:9]2[C:4](=[CH:5][CH:6]=[CH:7][CH:8]=2)[C:3](=[C:3]([OH:20])[C:4]2[CH:9]=[CH:8][CH:7]=[CH:6][CH:5]=2)[C:2]1=[O:10])(=[O:18])[C:12]1[CH:17]=[CH:16][CH:15]=[CH:14][CH:13]=1. Procedure: 26.6 g (0.2 mol) of 2-indolinone and 53.8 g (0.44 mol) of 4-dimethylamino-pyridine are dissolved in 400 ml of DMF and after the addition of 30.9 g (0.22 mol) of benzoylchloride in 100 ml of DMF stirred for 45 minutes at 45° C. The solution is poured onto 3 l of water and 100 ml of conc. hydrochloric acid, the precipitate formed is suction filtered, recrystallised from glacial acetic acid and dried.